From a dataset of the Open Reaction Database (ORD), a public repository of structured organic reaction records. describe an organic reaction: reactants, conditions, products, and yield Reactants: petroleum ether ethyl acetate methanol, ClC=1C=C(C=CC1F)NC=1C2=C(N=CN1)C=NC(=N2)N[C@@H]2CC[C@H](CC2)C(=O)O (4-[(3-chloro-4-fluorophenyl)amino]-6-[trans-4-carboxycyclohexylamino]pyrimido[5,4-d]pyrimidine), F[B-](F)(F)F.N1(N=NC2=C1C=CC=C2)OC(=[N+](C)C)N(C)C (O-(benzotriazol-1-yl)-N,N,N',N'-tetramethyluronium tetrafluoroborate), N1CCOCC1 (morpholine). The solvent is C(C)N(CC)CC (triethylamine). The product is ClC=1C=C(C=CC1F)NC=1C2=C(N=CN1)C=NC(=N2)N[C@@H]2CC[C@H](CC2)C(=O)N2CCOCC2 (4-[(3-Chloro-4-fluorophenyl)amino]-6-[trans-4-(morpholinocarbonyl)cyclohexylamino]pyrimido[5,4-d]pyrimidine). As a reaction SMILES: [Cl:1][C:2]1[CH:3]=[C:4]([NH:9][C:10]2[C:11]3[N:19]=[C:18]([NH:20][C@H:21]4[CH2:26][CH2:25][C@H:24]([C:27](O)=[O:28])[CH2:23][CH2:22]4)[N:17]=[CH:16][C:12]=3[N:13]=[CH:14][N:15]=2)[CH:5]=[CH:6][C:7]=1[F:8].F[B-](F)(F)F.N1(OC(N(C)C)=[N+](C)C)C2C=CC=CC=2N=N1.[NH:52]1[CH2:57][CH2:56][O:55][CH2:54][CH2:53]1>C(N(CC)CC)C>[Cl:1][C:2]1[CH:3]=[C:4]([NH:9][C:10]2[C:11]3[N:19]=[C:18]([NH:20][C@H:21]4[CH2:26][CH2:25][C@H:24]([C:27]([N:52]5[CH2:57][CH2:56][O:55][CH2:54][CH2:53]5)=[O:28])[CH2:23][CH2:22]4)[N:17]=[CH:16][C:12]=3[N:13]=[CH:14][N:15]=2)[CH:5]=[CH:6][C:7]=1[F:8] |f:1.2|. Procedure details: Prepared from 4-[(3-chloro-4-fluorophenyl)amino]-6-[trans-4-carboxycyclohexylamino]pyrimido[5,4-d]pyrimidine by reaction with O-(benzotriazol-1-yl)-N,N,N',N'-tetramethyluronium tetrafluoroborate, triethylamine and morpholine. Melting point: 221°-225° C.; Rf : 0.47 (silica gel; petroleum ether/ethyl acetate/methanol=10:8:3) The reactants are FC1=C(C(=O)OC)C=CC(=C1)OC (methyl 2-fluoro-4-methoxybenzoate), Cl (hydrochloric acid), C(C)#N (acetonitrile), [Li+].CCC[CH2-] (N-butyllithium). Run in O1CCCC1 (tetrahydrofuran), O1CCCC1 (tetrahydrofuran). Run at temperature -78 celsius, time 30 minute. The product is FC1=C(C=CC(=C1)OC)C(CC#N)=O (3-(2-fluoro-4-methoxyphenyl)-3-oxopropanenitrile). Isolated yield 83.9%. Reaction SMILES: [C:1](#[N:3])[CH3:2].[Li+].CCC[CH2-].[F:9][C:10]1[CH:19]=[C:18]([O:20][CH3:21])[CH:17]=[CH:16][C:11]=1[C:12](OC)=[O:13].Cl>O1CCCC1>[F:9][C:10]1[CH:19]=[C:18]([O:20][CH3:21])[CH:17]=[CH:16][C:11]=1[C:12](=[O:13])[CH2:2][C:1]#[N:3] |f:1.2|. Procedure details: To a solution of 4.4 g (108.6 mmol, 5.7 ml) of acetonitrile diluted in 50 ml of anhydrous tetrahydrofuran are added dropwise at −78° C. under argon 27.1 ml of a N-butyllithium solution (2.5M in hexane, 67.8 mmol), the reaction mixture is stirred 30 min at −78° C., then 5 g (27.15 mmol) of methyl 2-fluoro-4-methoxybenzoate diluted in 30 ml of tetrahydrofuran are added dropwise at −78° C. to the reaction mixture. This mixture is stirred 2 h at −78° C., then a 1M hydrochloric acid solution is added... The reactants are CCc1cc(C#N)cc(C)c1CCC(=O)OC(C)(C)C, CO, Cl, NO. Yields the product CCc1cc(C(=N)NO)cc(C)c1CCC(=O)OC(C)(C)C. As a reaction SMILES: [C:1]([CH3:2])([CH3:3])([CH3:4])[O:5][C:6]([CH2:7][CH2:8][c:9]1[c:10]([CH2:18][CH3:19])[cH:11][c:12]([C:16]#[N:17])[cH:13][c:14]1[CH3:15])=[O:20].[CH3:24][OH:25].[ClH:21].[NH2:22][OH:23]>>[C:1]([CH3:2])([CH3:3])([CH3:4])[O:5][C:6]([CH2:7][CH2:8][c:9]1[c:10]([CH2:18][CH3:19])[cH:11][c:12]([C:16](=[NH:17])[NH:22][OH:23])[cH:13][c:14]1[CH3:15])=[O:20]. Starting materials: ClC1=C(C(=NN1C)C(F)F)C=O (5-chloro-3-(difluoromethyl)-1-methyl-1H-pyrazole-4-carbaldehyde), FC(OC=1C=C(C=CC1)O)F (3-difluoromethoxyphenol), C([O-])([O-])=O.[K+].[K+] (potassium carbonate). Product: FC(OC=1C=C(OC2=C(C(=NN2C)C(F)F)C(=O)O)C=CC1)F (5-(3-(difluoromethoxy)phenoxy)-3-(difluoromethyl)-1-methyl-1H-pyrazole-4-carboxylic acid). RXN SMILES: Cl[C:2]1[N:6]([CH3:7])[N:5]=[C:4]([CH:8]([F:10])[F:9])[C:3]=1[CH:11]=[O:12].[F:13][CH:14]([F:23])[O:15][C:16]1[CH:17]=[C:18]([OH:22])[CH:19]=[CH:20][CH:21]=1.C(=O)([O-])[O-:25].[K+].[K+]>>[F:13][CH:14]([F:23])[O:15][C:16]1[CH:17]=[C:18]([CH:19]=[CH:20][CH:21]=1)[O:22][C:2]1[N:6]([CH3:7])[N:5]=[C:4]([CH:8]([F:10])[F:9])[C:3]=1[C:11]([OH:12])=[O:25] |f:2.3.4|. Procedure details: The title compound was prepared using 5-chloro-3-(difluoromethyl)-1-methyl-1H-pyrazole-4-carbaldehyde and 3-difluoromethoxyphenol in the manner similar to the method in Production Example 1 above except potassium carbonate was used instead of potassium hydroxide. Starting materials: N1=CC(=C(C2=CC=CC=C12)N)N (quinoline-3,4-diamine), N1=CC(=C(C2=NC=CC=C12)N)N ([1,5]naphthyridine-3,4-diamine), C(C)(=O)Cl (acetyl chloride). The solvent is C(C)(=O)O (acetic acid). Yields the product CC=1NC2=C(C=NC=3C=CC=CC23)N1 (2-methyl-1H-imidazo[4,5-c]quinoline). RXN SMILES: [N:1]1[C:10]2[C:5](=[CH:6][CH:7]=[CH:8][CH:9]=2)[C:4]([NH2:11])=[C:3]([NH2:12])[CH:2]=1.N1C2C(=NC=CC=2)C(N)=[C:15](N)[CH:14]=1.C(Cl)(=O)C>C(O)(=O)C>[CH3:14][C:15]1[NH:11][C:4]2[C:5]3[CH:6]=[CH:7][CH:8]=[CH:9][C:10]=3[N:1]=[CH:2][C:3]=2[N:12]=1. Procedure: Compounds of the invention can also be prepared according to Reaction Scheme V, wherein Bn, E, R, R3-1, and n are as defined above; P is an amino protecting group; and Da is —(CH2)1-4—. In step (1) of Reaction Scheme V, a benzyloxy-4-chloro-3-nitroquinoline or benzyloxy-4-chloro-3-nitro[1,5]naphthyridine of Formula XLI is reacted with tert-butylamine in the presence of base, and the tert-butyl group is subsequently removed under acidic conditions to provide a 3-nitroquinolin-4-amine or 3-nitro[1...